Dataset: the Open Reaction Database (ORD), a public repository of structured organic reaction records. Task: describe an organic reaction: reactants, conditions, products, and yield The product is OC1=C(N(S(C2=C1C=CC1=CC=CC=C12)(=O)=O)C)C(=O)NC1=CC(=CC=C1)OC (4-Hydroxy-N-(3-methoxyphenyl)-2-methyl-2H -naphtho[2,1-e]-1,2-thiazine-3-carboxamide-1,1-dioxide). Reaction SMILES: CO[C:3]([C:5]1[N:6]([CH3:22])[S:7](=[O:21])(=[O:20])[C:8]2[C:19]3[C:14](=[CH:15][CH:16]=[CH:17][CH:18]=3)[CH:13]=[CH:12][C:9]=2[C:10]=1[OH:11])=[O:4].[CH3:23][O:24][C:25]1[CH:26]=[C:27]([CH:29]=[CH:30][CH:31]=1)[NH2:28]>C1(C)C(C)=CC=CC=1>[OH:11][C:10]1[C:9]2[CH:12]=[CH:13][C:14]3[C:19]([C:8]=2[S:7](=[O:21])(=[O:20])[N:6]([CH3:22])[C:5]=1[C:3]([NH:28][C:27]1[CH:29]=[CH:30][CH:31]=[C:25]([O:24][CH3:23])[CH:26]=1)=[O:4])=[CH:18][CH:17]=[CH:16][CH:15]=3. Isolated yield 82.0%. The solvent is C=1(C(=CC=CC1)C)C (xylene). Starting materials: COC(=O)C=1N(S(C2=C(C1O)C=CC1=CC=CC=C12)(=O)=O)C (4-hydroxy-2-methyl-2H-naphtho[2,1-e]-1,2-thiazine-3-carboxylic acid methylester-1,1-dioxide), COC=1C=C(N)C=CC1 (3-methyoxy-aniline). Procedure details: 4-Hydroxy-N-(3-methoxyphenyl)-2-methyl-2H -naphtho[2,1-e]-1,2-thiazine-3-carboxamide-1,1-dioxide was prepared analogous to Example 1 from 4-hydroxy-2-methyl-2H-naphtho[2,1-e]-1,2-thiazine-3-carboxylic acid methylester-1,1-dioxide and 3-methyoxy-aniline. Yield: 82% of theory; m.p. 242°-244° C (decomp.; from xylene). Starting materials: N (ammonia), ClC1=CC(=CC=C1)C(=O)OO (m-chloroperbenzoic acid), COC1=CC2=C(NC(=N2)SCC2=NC=NC(=C2C)N2CCCCC2)C=C1 (5-methoxy-2-(5-methyl-6-piperidino-4-pyrimidinylmethylthio)-(1H)-benzimidazole). The yield is 63.7%. As a reaction SMILES: ClC1C=CC=C(C(OO)=[O:9])C=1.[CH3:12][O:13][C:14]1[CH:37]=[CH:36][C:17]2[NH:18][C:19]([S:21][CH2:22][C:23]3[C:28]([CH3:29])=[C:27]([N:30]4[CH2:35][CH2:34][CH2:33][CH2:32][CH2:31]4)[N:26]=[CH:25][N:24]=3)=[N:20][C:16]=2[CH:15]=1.N>ClCCl>[CH3:12][O:13][C:14]1[CH:37]=[CH:36][C:17]2[NH:18][C:19]([S:21]([CH2:22][C:23]3[C:28]([CH3:29])=[C:27]([N:30]4[CH2:35][CH2:34][CH2:33][CH2:32][CH2:31]4)[N:26]=[CH:25][N:24]=3)=[O:9])=[N:20][C:16]=2[CH:15]=1. The solvent is ClCCl (dichloromethane), ClCCl (dichloromethane). Procedure details: A solution of m-chloroperbenzoic acid (2.16 g) in dichloromethane (40 ml) was added to a stirred solution of 5-methoxy-2-(5-methyl-6-piperidino-4-pyrimidinylmethylthio)-(1H)-benzimidazole (4.0 g) in dichloromethane (110 ml) cooled to between -40° and -50°. After a further hour at -40°, ammonia was passed through the reaction mixture and the precipitated solid filtered off. The filtrate was stripped, and the residual glass triturated with acetonitrile to give 5-methoxy-2-(5-methyl-6-piperidino-4-... The product is COC1=CC2=C(NC(=N2)S(=O)CC2=NC=NC(=C2C)N2CCCCC2)C=C1 (5-methoxy-2-(5-methyl-6-piperidino-4-pyrimidinylmethylsulphinyl)-(1H)-benzimidazole).